Dataset: the Open Reaction Database (ORD), a public repository of structured organic reaction records. Task: describe an organic reaction: reactants, conditions, products, and yield Starting materials: OC1CCC=C(C1)C#N (racemic 5-hydroxycyclohex-1-ene-1-carbonitrile), C(CC)(=O)OC=C (vinyl propionate). Solvent: CC(C)(C)OC (MTBE). Run at time 48 hour. Product: C(CC)(=O)OC1CC(=CCC1)C#N (3-Cyanocyclohex-3-en-1-yl propionate). RXN SMILES: [OH:1][CH:2]1[CH2:7][C:6]([C:8]#[N:9])=[CH:5][CH2:4][CH2:3]1.[C:10](OC=C)(=[O:13])[CH2:11][CH3:12]>CC(OC)(C)C>[C:10]([O:1][CH:2]1[CH2:3][CH2:4][CH:5]=[C:6]([C:8]#[N:9])[CH2:7]1)(=[O:13])[CH2:11][CH3:12]. Procedure details: To a 2 L flask containing racemic 5-hydroxycyclohex-1-ene-1-carbonitrile (151 g, 1.22 mol), vinyl propionate (147 g, 1.47 mol), and MTBE (1.5 L) was added the enzyme AMANO Lipase PS from Burlholderiacepacia (20 g, Sigma-Aldrich). The mixture was stirred at ambient temperature for 48 hours. The mixture was filtered through celite and rinsed with MTBE. The filtrate was concentrated in vacuo to remove both solvent and unreacted vinyl propionate. The residue was diluted with brine (1.5 L) and extrac...